The task is: describe an organic reaction: reactants, conditions, products, and yield. This data is from the Open Reaction Database (ORD), a public repository of structured organic reaction records. The reactants are O=c1[nH]ccc2[nH]c3cc(Cl)ccc3c12, O=C1CCC(=O)N1Br, CN(C)C=O. Yields the product O=c1[nH]cc(Br)c2[nH]c3cc(Cl)ccc3c12. RXN SMILES: [Cl:1][c:2]1[cH:3][cH:4][c:5]2[c:6]3[c:7]([nH:8][c:9]2[cH:10]1)[cH:11][cH:12][nH:13][c:14]3=[O:15].[O:16]=[C:17]1[N:18]([Br:23])[C:19](=[O:20])[CH2:21][CH2:22]1.[O:24]=[CH:25][N:26]([CH3:27])[CH3:28]>>[Cl:1][c:2]1[cH:3][cH:4][c:5]2[c:6]3[c:7]([nH:8][c:9]2[cH:10]1)[c:11]([Br:23])[cH:12][nH:13][c:14]3=[O:15]. Starting materials: C(C)(C)(C)OC(=O)N1[C@@H](C[C@H](C1)O)C(N[C@@]1([C@H](C1)C=C)C(=O)OCC)=O ((2S,4R)-2-((1S 2R)1-Ethoxycarbonyl-2-vinyl-cyclopropylcarbamoyl)-4-hydroxy-pyrrolidine-1-carboxylic acid tert.butyl ester), COC(=O)C=1[C@@H](C[C@@H](C1)O)C(=O)O ((1R,4S)-4-hydroxy-cyclopent-2-ene-1,2-dicarboxylic acid 2-methyl ester), C(C)(C)(C)OC(=O)[C@@]1([C@@H](C1)C=C)N ((1R,2S)-1-amino-2-vinyl-cyclo-propane carboxylic acid tert-butyl ester). The product is COC(=O)C1=CC(CC1C(N[C@]1([C@@H](C1)C=C)C(=O)OC(C)(C)C)=O)O (5-((1R,2S)-1-tert-Butoxycarbonyl-2-vinyl-cyclopropylcarbamoyl)-3-hydroxy-cyclopent-1-enecarboxylic acid methyl ester), oil. Isolated yield 38.0%. RXN SMILES: [CH3:1][O:2][C:3]([C:5]1[C@H:6]([C:11]([OH:13])=O)[CH2:7][C@H:8]([OH:10])[CH:9]=1)=[O:4].[C:14]([O:18][C:19]([C@@:21]1([NH2:26])[CH2:23][C@H:22]1[CH:24]=[CH2:25])=[O:20])([CH3:17])([CH3:16])[CH3:15].C(OC(N1C[C@H](O)C[C@H]1C(=O)N[C@@]1(C(OCC)=O)C[C@@H]1C=C)=O)(C)(C)C>>[CH3:1][O:2][C:3]([C:5]1[CH:6]([C:11](=[O:13])[NH:26][C@:21]2([C:19]([O:18][C:14]([CH3:17])([CH3:16])[CH3:15])=[O:20])[CH2:23][C@H:22]2[CH:24]=[CH2:25])[CH2:7][CH:8]([OH:10])[CH:9]=1)=[O:4]. Procedure: Reaction of compound 63 (50 mg, 37 mmol) with (1R,2S)-1-amino-2-vinyl-cyclo-propane carboxylic acid tert-butyl ester according to the method described for the preparation of 59 provided the title compound as a slightly yellow oil (50 mg, 38%). The reactants are C(C1=CC=CC=C1)N1CC(C(C1)C1=CC=CC=C1)C=O (1-Benzyl-3-(SR)-formyl-4-(SR)-phenylpyrrolidine), C1([N+](=O)[O-])=CC([N+](=O)[O-])=CC([N+](=O)[O-])=C1O.C1CNCCC2=C1C=CC=C2 (2, 3, 4, 5-tetrahydro-1H-benzo[d]-azepine-picrate salt), CCN(C(C)C)C(C)C (DIEA), C(C)(=O)O[BH-](OC(C)=O)OC(C)=O.[Na+] (sodium triacetoxyborohydride). Yields the product C(C1=CC=CC=C1)N1CC(C(C1)C1=CC=CC=C1)CN1CCC2=C(CC1)C=CC=C2 (1-Benzyl-3-(SR)-(2, 3, 4, 5-tetrahydro-1H-benzo[d]-azepin-3-ylmethyl)-4-(SR)-phenylpyrrolidine). Yield: 49.1%. RXN SMILES: [CH2:1]([N:8]1[CH2:12][CH:11]([C:13]2[CH:18]=[CH:17][CH:16]=[CH:15][CH:14]=2)[CH:10]([CH:19]=O)[CH2:9]1)[C:2]1[CH:7]=[CH:6][CH:5]=[CH:4][CH:3]=1.C1(C(O)=C([N+]([O-])=O)C=C([N+]([O-])=O)C=1)[N+]([O-])=O.[CH2:37]1[C:43]2[CH:44]=[CH:45][CH:46]=[CH:47][C:42]=2[CH2:41][CH2:40][NH:39][CH2:38]1.CCN(C(C)C)C(C)C.C(O[BH-](OC(=O)C)OC(=O)C)(=O)C.[Na+]>>[CH2:1]([N:8]1[CH2:12][CH:11]([C:13]2[CH:18]=[CH:17][CH:16]=[CH:15][CH:14]=2)[CH:10]([CH2:19][N:39]2[CH2:38][CH2:37][C:43]3[CH:44]=[CH:45][CH:46]=[CH:47][C:42]=3[CH2:41][CH2:40]2)[CH2:9]1)[C:2]1[CH:7]=[CH:6][CH:5]=[CH:4][CH:3]=1 |f:1.2,4.5|. Reported procedure: The title compound was prepared from 20 mg of 1-Benzyl-3-(SR)-formyl-4-(SR)-phenylpyrrolidine, 28 mg of 2, 3, 4, 5-tetrahydro-1H-benzo[d]-azepine-picrate salt, 0.013 mL of DIEA and 24 mg of sodium triacetoxyborohydride using a procedure analogous to that described in Example 9, Step B to provide 14.5 mg of the title compound. RF : 0.53 (50% EtOAc in hexanes). 1H NMR (300 MHz, CDCl3): δ2.42-3.02 (m, 16H), 3.67 (ABq, J=13 Hz, 2H), 7.00-7.38 (m, 14H). Mass Spectrum (ESI): 397.1 (M+H).